This data is from the Open Reaction Database (ORD), a public repository of structured organic reaction records. The task is: describe an organic reaction: reactants, conditions, products, and yield The reactants are O (water), N1=C(C=CC=C1)CO (pyridin-2-yl-methanol), FC1=CC=C(C=C1)[N+](=O)[O-] (1-Fluoro-4-nitrobenzene), [H-].[Na+] (sodium hydride). Run in CN(C=O)C (N,N-dimethylformamide). Run at temperature 0 celsius, time 1.5 hour. Yields the product [N+](=O)([O-])C1=CC=C(OCC2=NC=CC=C2)C=C1 (2-[(4-nitrophenoxy)methyl]pyridine). Yield: 82.9%. As a reaction SMILES: [N:1]1[CH:6]=[CH:5][CH:4]=[CH:3][C:2]=1[CH2:7][OH:8].[H-].[Na+].F[C:12]1[CH:17]=[CH:16][C:15]([N+:18]([O-:20])=[O:19])=[CH:14][CH:13]=1.O>CN(C)C=O>[N+:18]([C:15]1[CH:16]=[CH:17][C:12]([O:8][CH2:7][C:2]2[CH:3]=[CH:4][CH:5]=[CH:6][N:1]=2)=[CH:13][CH:14]=1)([O-:20])=[O:19] |f:1.2|. Procedure details: An amount of 1.36 mL (14.14 mmol) of pyridin-2-yl-methanol is dissolved in N,N-dimethylformamide (10 mL) and cooled to 0° C., addition of 678.72 mg (28.28 mmol) of sodium hydride followed. The reaction mixture is kept at 0° C. for 1.5 hours. 1-Fluoro-4-nitrobenzene 1.5 mL (14.14 mmol) is subsequent added and stirred at room temperature overnight. 100 mL of water is added to the mixture and stirred for 10 more mins. The precipitate is filtered and washed many times with water. The white solid is ... Reactants: ClC1=C(OCC(=O)O)C=CC(=C1Cl)C(=O)C=1SC=CC1 (2,3-dichloro-4-(2-thienylcarbonyl)-phenoxyacetic acid), N[C@@H](CCCCN)C(=O)O ((-)-lysine), product. Run in C(C)O (ethanol), C(C)O (ethanol), O (water). The product is ClC1=C(OCC(=O)O)C=CC(=C1Cl)C(=O)C=1SC=CC1.N[C@@H](CCCCN)C(=O)O ((-)-Lysine 2,3-dichloro-4-(2-thienylcarbonyl)-phenoxyacetate). RXN SMILES: [Cl:1][C:2]1[C:12]([Cl:13])=[C:11]([C:14]([C:16]2[S:17][CH:18]=[CH:19][CH:20]=2)=[O:15])[CH:10]=[CH:9][C:3]=1[O:4][CH2:5][C:6]([OH:8])=[O:7].[NH2:21][C@H:22]([C:28]([OH:30])=[O:29])[CH2:23][CH2:24][CH2:25][CH2:26][NH2:27]>C(O)C.O>[Cl:1][C:2]1[C:12]([Cl:13])=[C:11]([C:14]([C:16]2[S:17][CH:18]=[CH:19][CH:20]=2)=[O:15])[CH:10]=[CH:9][C:3]=1[O:4][CH2:5][C:6]([OH:8])=[O:7].[NH2:21][C@H:22]([C:28]([OH:30])=[O:29])[CH2:23][CH2:24][CH2:25][CH2:26][NH2:27] |f:4.5|. Reported procedure: 33.1 g 2,3-dichloro-4-(2-thienylcarbonyl)-phenoxyacetic acid and 150 ml ethanol were added at about 40° C. to a solution of 14.6 g of L (-)-lysine in 200 ml anhydrous ethanol. Using the method of Example 1, there was precipitated a salt with melting point 226° C. Again the infra-red spectrum showed than addition salt was formed. A solution of 2.5 g product salt in 100 ml water had a pH of 6.2. The reactants are CC(CO)Nc1nc(Cl)ncc1-c1cccs1, CCNC(=O)N=S(C)(=O)c1ccc(N)cc1. Product: CCNC(=O)N=S(C)(=O)c1ccc(Nc2ncc(-c3cccs3)c(NC(C)CO)n2)cc1. Reaction SMILES: [Cl:1][c:2]1[n:3][cH:4][c:5](-[c:13]2[s:14][cH:15][cH:16][cH:17]2)[c:6]([NH:8][CH:9]([CH2:10][OH:11])[CH3:12])[n:7]1.[NH2:18][c:19]1[cH:20][cH:21][c:22]([S:25](=[O:26])(=[N:27][C:28]([NH:29][CH2:30][CH3:31])=[O:32])[CH3:33])[cH:23][cH:24]1>>[c:2]1([NH:18][c:19]2[cH:20][cH:21][c:22]([S:25](=[O:26])(=[N:27][C:28]([NH:29][CH2:30][CH3:31])=[O:32])[CH3:33])[cH:23][cH:24]2)[n:3][cH:4][c:5](-[c:13]2[s:14][cH:15][cH:16][cH:17]2)[c:6]([NH:8][CH:9]([CH2:10][OH:11])[CH3:12])[n:7]1.